describe an organic reaction: reactants, conditions, products, and yield From a dataset of the Open Reaction Database (ORD), a public repository of structured organic reaction records. Starting materials: C1(=CC=CC=C1)C(=O)C(O)C1=CC=CC=C1.ClCCOCCCl (benzoin 2-chloroethyl ether), C(C)NCC (diethylamine). Solvent: CCOCC (ether). The product is C(C)N(CCOC(C(=O)C1=CC=CC=C1)C1=CC=CC=C1)CC (2-(2-diethylaminoethoxy)-1,2-diphenyl-ethanone). As a reaction SMILES: [C:1]1([C:7]([CH:9]([C:11]2[CH:16]=[CH:15][CH:14]=[CH:13][CH:12]=2)[OH:10])=[O:8])[CH:6]=[CH:5][CH:4]=[CH:3][CH:2]=1.ClCCO[CH2:21][CH2:22]Cl.[CH2:24]([NH:26][CH2:27][CH3:28])[CH3:25]>CCOCC>[CH2:24]([N:26]([CH2:21][CH3:22])[CH2:27][CH2:28][O:8][CH:7]([C:1]1[CH:2]=[CH:3][CH:4]=[CH:5][CH:6]=1)[C:9]([C:11]1[CH:16]=[CH:15][CH:14]=[CH:13][CH:12]=1)=[O:10])[CH3:25] |f:0.1|. Procedure details: 14 g (0.05 mole) of benzoin-2-chloroethyl ether are stirred with 75 g of diethylamine for 24 hours at 55° C. After cooling, the reaction mixture is diluted with ether and extracted with dilute hydrochloric acid. The aqueous layer is made alkaline with K2CO3 and extracted with ether. The ether layer is washed with ice water, dried over Na2SO4 and concentrated. The residual oil is dried in a high vacuum. Reactants: C(C)(C)(C)C1=CC=C(C=C1)CC(=O)OC (methyl 4-tert-butylphenylacetate), IC (iodomethane), [H-].[Na+] (NaH), C1CCOC1 (THF), C1CCOC1 (THF). Product: CCC(C(=O)O)(C)C1=CC=C(C=C1)C(C)(C)C (Methyl 4-tert-butylphenylisobutyric acid). As a reaction SMILES: [C:1]([C:5]1[CH:10]=[CH:9][C:8]([CH2:11][C:12]([O:14]C)=[O:13])=[CH:7][CH:6]=1)([CH3:4])([CH3:3])[CH3:2].I[CH3:17].[H-].[Na+].[CH2:20]1COC[CH2:21]1>>[CH3:20][CH2:21][C:11]([C:8]1[CH:9]=[CH:10][C:5]([C:1]([CH3:4])([CH3:3])[CH3:2])=[CH:6][CH:7]=1)([CH3:17])[C:12]([OH:14])=[O:13] |f:2.3|. Reported procedure: A solution of methyl 4-tert-butylphenylacetate (30.00 g, 0.145 mol) and iodomethane (45.41 g, 0.320 mol) in 125 mL of dry THF was added to a slurry of NaH (8.72 g, 0.363 mol) in 200 mL of THF dropwise over 30 minutes. After completion of the addition, the reaction mixture was heated at reflux for 1.5 hr. The reaction was allowed to cool to room temperature, filtered through Celite and concentrated. The residue was diluted in ether, washed with H2O, and dried over MgSO4. Evaporation of the solven... Starting materials: BrCCOc1ccccc1, O=C([O-])[O-], CC#N, [K+], [K+], Nc1nccc2cc(OC3CCCNC3)ccc12, CN(C)C=O. Product: Nc1nccc2cc(OC3CCCN(CCOc4ccccc4)C3)ccc12. As a reaction SMILES: [Br:25][CH2:26][CH2:27][O:28][c:29]1[cH:30][cH:31][cH:32][cH:33][cH:34]1.[C:19](=[O:20])([O-:21])[O-:22].[CH3:40][C:41]#[N:42].[K+:23].[K+:24].[NH:1]1[CH2:2][CH:3]([O:7][c:8]2[cH:9][c:10]3[cH:11][cH:12][n:13][c:14]([NH2:18])[c:15]3[cH:16][cH:17]2)[CH2:4][CH2:5][CH2:6]1.[O:35]=[CH:36][N:37]([CH3:38])[CH3:39]>>[N:1]1([CH2:26][CH2:27][O:28][c:29]2[cH:30][cH:31][cH:32][cH:33][cH:34]2)[CH2:2][CH:3]([O:7][c:8]2[cH:9][c:10]3[cH:11][cH:12][n:13][c:14]([NH2:18])[c:15]3[cH:16][cH:17]2)[CH2:4][CH2:5][CH2:6]1.